From a dataset of the Open Reaction Database (ORD), a public repository of structured organic reaction records. describe an organic reaction: reactants, conditions, products, and yield Starting materials: CCCCCCCCCCOc1cc(O)cc(OCCCCCCCCCC)c1, COC(=O)c1ccc(CN(C(=O)CCCCCBr)c2ccc(C(=O)OC)cc2)cc1, [K+], [K+], O=C([O-])[O-], O=C1CCCCC1. Product: CCCCCCCCCCOc1cc(OCCCCCCCCCC)cc(OCCCCCC(=O)N(Cc2ccc(C(=O)OC)cc2)c2ccc(C(=O)OC)cc2)c1. Reaction SMILES: [CH2:31]([CH2:32][CH2:33][CH2:34][CH2:35][CH2:36][CH2:37][CH2:38][CH2:39][CH3:40])[O:41][c:42]1[cH:43][c:44]([OH:59])[cH:45][c:46]([O:48][CH2:49][CH2:50][CH2:51][CH2:52][CH2:53][CH2:54][CH2:55][CH2:56][CH2:57][CH3:58])[cH:47]1.[CH3:1][O:2][C:3](=[O:4])[c:5]1[cH:6][cH:7][c:8]([CH2:9][N:10]([C:11]([CH2:12][CH2:13][CH2:14][CH2:15][CH2:16][Br:17])=[O:18])[c:19]2[cH:20][cH:21][c:22]([C:25](=[O:26])[O:27][CH3:28])[cH:23][cH:24]2)[cH:29][cH:30]1.[K+:60].[K+:61].[O-:62][C:63]([O-:64])=[O:65].[O:66]=[C:67]1[CH2:68][CH2:69][CH2:70][CH2:71][CH2:72]1>>[CH3:1][O:2][C:3](=[O:4])[c:5]1[cH:6][cH:7][c:8]([CH2:9][N:10]([C:11]([CH2:12][CH2:13][CH2:14][CH2:15][CH2:16][O:59][c:44]2[cH:43][c:42]([O:41][CH2:31][CH2:32][CH2:33][CH2:34][CH2:35][CH2:36][CH2:37][CH2:38][CH2:39][CH3:40])[cH:47][c:46]([O:48][CH2:49][CH2:50][CH2:51][CH2:52][CH2:53][CH2:54][CH2:55][CH2:56][CH2:57][CH3:58])[cH:45]2)=[O:18])[c:19]2[cH:20][cH:21][c:22]([C:25](=[O:26])[O:27][CH3:28])[cH:23][cH:24]2)[cH:29][cH:30]1. The reactants are Clc1cc(Cl)ncn1, C1CCOC1, c1c[nH]cn1. Product: Clc1cc(-n2ccnc2)ncn1. RXN SMILES: [Cl:1][c:2]1[n:3][cH:4][n:5][c:6]([Cl:8])[cH:7]1.[O:14]1[CH2:15][CH2:16][CH2:17][CH2:18]1.[nH:9]1[cH:10][n:11][cH:12][cH:13]1>>[c:2]1(-[n:9]2[cH:10][n:11][cH:12][cH:13]2)[n:3][cH:4][n:5][c:6]([Cl:8])[cH:7]1.